This data is from the Open Reaction Database (ORD), a public repository of structured organic reaction records. The task is: describe an organic reaction: reactants, conditions, products, and yield Starting materials: CC(=O)OC(C)=O, Cc1ccccc1, CCOC(OCC)OCC, CCOC(=O)CC(=O)c1cc(F)c(F)c(F)c1F, CC(C)(N)CCO. Product: CCOC(=O)C(=CNC(C)(C)CCO)C(=O)c1cc(F)c(F)c(F)c1F. Reaction SMILES: [CH3:19][C:20]([O:21][C:22]([CH3:23])=[O:24])=[O:25].[CH3:43][c:44]1[cH:45][cH:46][cH:47][cH:48][cH:49]1.[CH:26]([O:27][CH2:28][CH3:29])([O:30][CH2:31][CH3:32])[O:33][CH2:34][CH3:35].[F:1][c:2]1[c:3]([C:4](=[O:5])[CH2:6][C:7](=[O:8])[O:9][CH2:10][CH3:11])[cH:12][c:13]([F:18])[c:14]([F:17])[c:15]1[F:16].[NH2:36][C:37]([CH2:38][CH2:39][OH:40])([CH3:41])[CH3:42]>>[F:1][c:2]1[c:3]([C:4](=[O:5])[C:6]([C:7](=[O:8])[O:9][CH2:10][CH3:11])=[CH:19][NH:36][C:37]([CH2:38][CH2:39][OH:40])([CH3:41])[CH3:42])[cH:12][c:13]([F:18])[c:14]([F:17])[c:15]1[F:16].